The task is: describe an organic reaction: reactants, conditions, products, and yield. This data is from the Open Reaction Database (ORD), a public repository of structured organic reaction records. Yield: 137.6%. Conditions: temperature 110 celsius. Run in C1(=CC=CC=C1)C (toluene). Reported procedure: A mixture of 4-[N-(1-benzyl-piperidin-3-yl)-amino]-N,N-diethyl benzamide (compound 13) (0.29 mg, 0.79 mmol), Ph3Bi (0.87 g, 1.98 mmol), and Cu(OAc)2 (0.36 g, 1.98 mmol) in toluene (5 mL) was heated at 110° C. for 12 h and allowed to cool to room temperature. Water (5 mL) was added and the mixture filtered through Celite®. The layers in the filtrate were separated and the organic phase washed with water, brine, dried over Na2SO4 and concentrated. Chromatography of the residue (9:1 EtOAc/heptane) ... The reactants are C(C1=CC=CC=C1)N1CC(CCC1)NC1=CC=C(C(=O)N(CC)CC)C=C1 (4-[N-(1-benzyl-piperidin-3-yl)-amino]-N,N-diethyl benzamide), C(C1=CC=CC=C1)N1CC(CCC1)NC1=CC=C(C(=O)N(CC)CC)C=C1 (4-[N-(1-benzyl-piperidin-3-yl)-amino]-N,N-diethyl benzamide), O (Water). Yields the product C(C1=CC=CC=C1)N1CC(CCC1)N(C1=CC=CC=C1)C1=CC=C(C(=O)N(CC)CC)C=C1 (4-[N-(1-benzyl-piperidin-3-yl)-anilino]-N,N-diethyl benzamide). The reagents and catalysts are CC(=O)[O-].CC(=O)[O-].[Cu+2] (Cu(OAc)2). As a reaction SMILES: [CH2:1]([N:8]1[CH2:13][CH2:12][CH2:11][CH:10]([NH:14][C:15]2[CH:27]=[CH:26][C:18]([C:19]([N:21]([CH2:24][CH3:25])[CH2:22][CH3:23])=[O:20])=[CH:17][CH:16]=2)[CH2:9]1)[C:2]1[CH:7]=[CH:6][CH:5]=[CH:4][CH:3]=1.O>C1(C)C=CC=CC=1.CC([O-])=O.CC([O-])=O.[Cu+2]>[CH2:1]([N:8]1[CH2:13][CH2:12][CH2:11][CH:10]([N:14]([C:15]2[CH:16]=[CH:17][C:18]([C:19]([N:21]([CH2:22][CH3:23])[CH2:24][CH3:25])=[O:20])=[CH:26][CH:27]=2)[C:2]2[CH:7]=[CH:6][CH:5]=[CH:4][CH:3]=2)[CH2:9]1)[C:2]1[CH:3]=[CH:4][CH:5]=[CH:6][CH:7]=1 |f:3.4.5|. The reactants are COCOc1ccc(C2(C)COc3cc(OCOC)ccc3C2CCCCCCCCCO[Si](C)(C)C(C)(C)C)cc1, CO, Cc1ccc(S(=O)(=O)[O-])cc1, c1cc[nH+]cc1. RXN SMILES: [C:1]([Si:2]([CH3:3])([CH3:4])[O:6][CH2:7][CH2:8][CH2:9][CH2:10][CH2:11][CH2:12][CH2:13][CH2:14][CH2:15][CH:16]1[C:17]([CH3:30])([c:31]2[cH:32][cH:33][c:34]([O:37][CH2:38][O:39][CH3:40])[cH:35][cH:36]2)[CH2:18][O:19][c:20]2[cH:21][c:22]([O:26][CH2:27][O:28][CH3:29])[cH:23][cH:24][c:25]21)([CH3:5])([CH3:41])[CH3:42].[CH3:60][OH:61].[c:43]1([CH3:44])[cH:45][cH:46][c:47]([S:48]([O-:49])(=[O:50])=[O:51])[cH:52][cH:53]1.[nH+:54]1[cH:55][cH:56][cH:57][cH:58][cH:59]1>>[OH:6][CH2:7][CH2:8][CH2:9][CH2:10][CH2:11][CH2:12][CH2:13][CH2:14][CH2:15][CH:16]1[C:17]([CH3:30])([c:31]2[cH:32][cH:33][c:34]([O:37][CH2:38][O:39][CH3:40])[cH:35][cH:36]2)[CH2:18][O:19][c:20]2[cH:21][c:22]([O:26][CH2:27][O:28][CH3:29])[cH:23][cH:24][c:25]21. Yields the product COCOc1ccc(C2(C)COc3cc(OCOC)ccc3C2CCCCCCCCCO)cc1. The reactants are [Si](C)(C)(C(C)(C)C)OC1CC(CCC1)OS(=O)(=O)C (3-(tert-butyldimethylsilyl)oxy-1-(methylsulfonyloxy)cyclohexane), [I-].[Na+] (sodium iodide), C(C)(=O)OCC (ethyl acetate), CCCCCC (n-hexane). Solvent: CN(C=O)C (N,N-dimethylformamide). The product is [Si](C)(C)(C(C)(C)C)OC1CC(CCC1)I (3-(tert-butyldimethylsilyl)oxy-1-iodocyclohexane). RXN SMILES: [Si:1]([O:8][CH:9]1[CH2:14][CH2:13][CH2:12][CH:11](OS(C)(=O)=O)[CH2:10]1)([C:4]([CH3:7])([CH3:6])[CH3:5])([CH3:3])[CH3:2].[I-:20].[Na+].C(OCC)(=O)C.CCCCCC>CN(C)C=O>[Si:1]([O:8][CH:9]1[CH2:14][CH2:13][CH2:12][CH:11]([I:20])[CH2:10]1)([C:4]([CH3:7])([CH3:6])[CH3:5])([CH3:3])[CH3:2] |f:1.2|. Procedure details: A solution of 3-(tert-butyldimethylsilyl)oxy-1-(methylsulfonyloxy)cyclohexane (15.9 g) and sodium iodide (8.5 g) in N,N-dimethylformamide (80 ml) was heated at 100° C. for 3 hours with stirring. After cooled to ambient temperature, a reaction mixture was poured into a mixture of ethyl acetate (250 ml) and n-hexane (150 ml), and insoluble material was removed by filtration. Mother liquor was washed in turn with water (100 ml×3), 5% sodium thiosulfate in water (50 ml), and saturated sodium chlorid... Reactants: ClCCl, CCCOc1c(OCc2ccccc2)cc(C(=O)CCC(=O)c2cc(OC)c(OC)c(OC)c2)cc1SC, CCOC(C)=O, O=C(OO)c1cccc(Cl)c1. Product: C=CC(=O)c1cc(OC)c(OC)c(OC)c1. RXN SMILES: [CH2:50]([Cl:51])[Cl:52].[CH3:1][S:2][c:3]1[cH:4][c:5]([C:6](=[O:7])[CH2:22][CH2:23][C:24](=[O:25])[c:26]2[cH:27][c:28]([O:36][CH3:37])[c:29]([O:34][CH3:35])[c:30]([O:32][CH3:33])[cH:31]2)[cH:8][c:9]([O:10][CH2:11][c:12]2[cH:13][cH:14][cH:15][cH:16][cH:17]2)[c:18]1[O:19][CH2:20][CH2:21][CH3:38].[CH3:53][CH2:54][O:55][C:56](=[O:57])[CH3:58].[OH:39][O:40][C:41]([c:42]1[cH:43][c:44]([Cl:45])[cH:46][cH:47][cH:48]1)=[O:49]>>[CH2:22]=[CH:23][C:24](=[O:25])[c:26]1[cH:27][c:28]([O:36][CH3:37])[c:29]([O:34][CH3:35])[c:30]([O:32][CH3:33])[cH:31]1.